This data is from the Open Reaction Database (ORD), a public repository of structured organic reaction records. The task is: describe an organic reaction: reactants, conditions, products, and yield Reactants: CS(C)=O, O=[N+]([O-])c1cc(F)ccc1F, [H-], CCOC(=O)C(C)Oc1ccc(N)cc1, [Na+], O. Yields the product CCOC(=O)C(C)Oc1ccc(Nc2ccc(F)cc2[N+](=O)[O-])cc1. RXN SMILES: [CH3:29][S:30](=[O:31])[CH3:32].[F:3][c:4]1[c:5]([N+:11](=[O:12])[O-:13])[cH:6][c:7]([F:10])[cH:8][cH:9]1.[H-:1].[NH2:14][c:15]1[cH:16][cH:17][c:18]([O:19][CH:20]([C:21](=[O:22])[O:23][CH2:24][CH3:25])[CH3:26])[cH:27][cH:28]1.[Na+:2].[OH2:33]>>[c:4]1([NH:14][c:15]2[cH:16][cH:17][c:18]([O:19][CH:20]([C:21](=[O:22])[O:23][CH2:24][CH3:25])[CH3:26])[cH:27][cH:28]2)[c:5]([N+:11](=[O:12])[O-:13])[cH:6][c:7]([F:10])[cH:8][cH:9]1. Procedure: To the solution of 3-phenyl-cyclobutanone (100 mg) in THF (10 mL) was added LiAlH4 (0.2 mL, 2M in THF). The mixture was stirred at rt for 2 h, then 2M NaOH (1 mL) was added. The organic layer was concentrated and purified by PTLC providing the title compound (80 mg). Run at time 2 hour. The reactants are C1(=CC=CC=C1)C1CC(C1)=O (3-phenyl-cyclobutanone), [H-].[H-].[H-].[H-].[Li+].[Al+3] (LiAlH4), [OH-].[Na+] (NaOH). The product is C1(=CC=CC=C1)C1CC(C1)O (3-phenyl-cyclobutanol). Isolated yield 78.9%. The solvent is C1CCOC1 (THF). Reaction SMILES: [C:1]1([CH:7]2[CH2:10][C:9](=[O:11])[CH2:8]2)[CH:6]=[CH:5][CH:4]=[CH:3][CH:2]=1.[H-].[H-].[H-].[H-].[Li+].[Al+3].[OH-].[Na+]>C1COCC1>[C:1]1([CH:7]2[CH2:8][CH:9]([OH:11])[CH2:10]2)[CH:6]=[CH:5][CH:4]=[CH:3][CH:2]=1 |f:1.2.3.4.5.6,7.8|. Reactants: ClCCCC[C@@H]1N([C@@H](CC1)C1=CC=C(C=C1)F)S(=O)(=O)C1=CC=C(C=C1)C ((2S,5S)-2-(4-chloro-butyl)-5-(4-fluoro-phenyl)-1-(toluene-4-sulfonyl)-pyrrolidine), N1C=NC=C1 (1H-imidazole). Solvent: C(Cl)(Cl)Cl (chloroform). Product: FC1=CC=C(C=C1)[C@@H]1CC[C@@H](N1S(=O)(=O)C1=CC=C(C=C1)C)CCCCN1C=NC=C1 ((2S,5S)-1-{4-[5-(4-Fluoro-phenyl)-1-(toluene-4-sulfonyl)-pyrrolidin-2-yl]-butyl}-1H-imidazole). RXN SMILES: Cl[CH2:2][CH2:3][CH2:4][CH2:5][C@H:6]1[CH2:10][CH2:9][C@@H:8]([C:11]2[CH:16]=[CH:15][C:14]([F:17])=[CH:13][CH:12]=2)[N:7]1[S:18]([C:21]1[CH:26]=[CH:25][C:24]([CH3:27])=[CH:23][CH:22]=1)(=[O:20])=[O:19].[NH:28]1[CH:32]=[CH:31][N:30]=[CH:29]1>C(Cl)(Cl)Cl>[F:17][C:14]1[CH:15]=[CH:16][C:11]([C@H:8]2[N:7]([S:18]([C:21]3[CH:22]=[CH:23][C:24]([CH3:27])=[CH:25][CH:26]=3)(=[O:19])=[O:20])[C@@H:6]([CH2:5][CH2:4][CH2:3][CH2:2][N:28]3[CH:32]=[CH:31][N:30]=[CH:29]3)[CH2:10][CH2:9]2)=[CH:12][CH:13]=1. Reported procedure: The title compound, colorless oil, MS: m/e=442.3 (M+H+) and [α]D20=−64.3° (c=0.2673 in chloroform), was prepared in accordance with the general method of example 82b from (2S,5S)-2-(4-chloro-butyl)-5-(4-fluoro-phenyl)-1-(toluene-4-sulfonyl)-pyrrolidine and 1H-imidazole. Reactants: CCCCCC(=O)Cl, COc1cnc(N)nc1, NCC(=O)O, c1ccncc1. The product is CCCCCC(=O)Nc1ncc(OC)cn1. RXN SMILES: [C:10]([CH2:11][CH2:12][CH2:13][CH2:14][CH3:15])(=[O:16])[Cl:17].[CH3:1][O:2][c:3]1[cH:4][n:5][c:6]([NH2:9])[n:7][cH:8]1.[NH2:18][CH2:19][C:20](=[O:21])[OH:22].[cH:23]1[cH:24][cH:25][n:26][cH:27][cH:28]1>>[CH3:1][O:2][c:3]1[cH:4][n:5][c:6]([NH:9][C:10]([CH2:11][CH2:12][CH2:13][CH2:14][CH3:15])=[O:16])[n:7][cH:8]1. Starting materials: BrC1=CN=C2N1C=CC(=N2)C(F)(F)F (3-Bromo-7-trifluoromethylimidazo[1,2-α]pyrimidine), FC1=C(C=C(C=C1)B1OC(C(O1)(C)C)(C)C)C1=CC=NC=C1 (4-[2-fluoro-5-(4,4,5,5-tetramethyl-[1,3,2]dioxaborolan-2-yl)phenyl]pyridine). Product: FC1=C(C=C(C=C1)C1=CN=C2N1C=CC(=N2)C(F)(F)F)C2=CC=NC=C2 (3-[4-fluoro-3-(pyridin-4-yl)phenyl]-7-trifluoromethylimidazo[1,2-α]pyrimidine). Reaction SMILES: Br[C:2]1[N:6]2[CH:7]=[CH:8][C:9]([C:11]([F:14])([F:13])[F:12])=[N:10][C:5]2=[N:4][CH:3]=1.[F:15][C:16]1[CH:21]=[CH:20][C:19](B2OC(C)(C)C(C)(C)O2)=[CH:18][C:17]=1[C:31]1[CH:36]=[CH:35][N:34]=[CH:33][CH:32]=1>>[F:15][C:16]1[CH:21]=[CH:20][C:19]([C:2]2[N:6]3[CH:7]=[CH:8][C:9]([C:11]([F:14])([F:13])[F:12])=[N:10][C:5]3=[N:4][CH:3]=2)=[CH:18][C:17]=1[C:31]1[CH:32]=[CH:33][N:34]=[CH:35][CH:36]=1. Reported procedure: 3-Bromo-7-trifluoromethylimidazo[1,2-α]pyrimidine was coupled with 4-[2-fluoro-5-(4,4,5,5-tetramethyl-[1,3,2]dioxaborolan-2-yl)phenyl]pyridine (cf. Example 40 below) as described in Example 1 to give 3-[4-fluoro-3-(pyridin-4-yl)phenyl]-7-trifluoromethylimidazo[1,2-α]pyrimidine as a cream solid. The reactants are Cl (hydrochloric acid), C(C)N(C\C=C\C#CC(C)(C)C)CC=1C=C(C=CC1)CC#N ((E)-3-(N-ethyl-6,6-dimethyl-2-hepten-4-ynylaminomethyl)phenylacetonitrile), aqueous solution, [OH-].[Na+] (sodium hydroxide), C(C)(=O)OCC (Ethyl acetate). The solvent is C(C)O (ethanol), O (water). The product is C(C)N(C\C=C\C#CC(C)(C)C)CC=1C=C(C=CC1)CC(=O)O ((E)-3-(N-ethyl-6,6-dimethyl-2-hepten-4-ynylaminomethyl)phenylacetic acid). Reaction SMILES: [CH2:1]([N:3]([CH2:13][C:14]1[CH:15]=[C:16](CC#N)[CH:17]=[CH:18][CH:19]=1)[CH2:4]/[CH:5]=[CH:6]/[C:7]#[C:8][C:9]([CH3:12])([CH3:11])[CH3:10])[CH3:2].[OH-].[Na+].Cl.[C:26]([O:29]CC)(=[O:28])[CH3:27]>C(O)C.O>[CH2:1]([N:3]([CH2:13][C:14]1[CH:15]=[C:16]([CH2:27][C:26]([OH:29])=[O:28])[CH:17]=[CH:18][CH:19]=1)[CH2:4]/[CH:5]=[CH:6]/[C:7]#[C:8][C:9]([CH3:10])([CH3:11])[CH3:12])[CH3:2] |f:1.2|. Procedure: 195 mg of the resulting nitrile compound was dissolved in 6 ml of ethanol, and a 3N aqueous solution (2ml) of sodium hydroxide was added. The mixture was refluxed for 3 hours, and then acidified with 1N hydrochloric acid. Ethyl acetate and water were added, and the organic layer separated was worked up in a customary manner. The product was purified by silica gel column chromatography [ethyl acetate / methanol=20/1] to give 176 mg of the captioned compound as a colorless oil. Starting materials: CN(C=1SC2=C(N1)C=C(C=C2)Cl)C2=CC=C(C=C2)O (4-[N-methyl-N-(5-chloro-2-benzothiazolyl)amino]phenol), BrC(C(=O)OC)C (methyl 2-bromopropionate), C([O-])([O-])=O.[K+].[K+] (potassium carbonate), CN(C=O)C (dimethylformamide). Solvent: O (water). Conditions: temperature 100 celsius. Product: CN(C=1SC2=C(N1)C=C(C=C2)Cl)C2=CC=C(OC(C(=O)OC)C)C=C2 (methyl 2-{4-[N-methyl-N-(5-chloro-2-benzothiazolyl)amino]phenoxy}propionate). The yield is 59.8%. RXN SMILES: [CH3:1][N:2]([C:13]1[CH:18]=[CH:17][C:16]([OH:19])=[CH:15][CH:14]=1)[C:3]1[S:4][C:5]2[CH:11]=[CH:10][C:9]([Cl:12])=[CH:8][C:6]=2[N:7]=1.Br[CH:21]([CH3:26])[C:22]([O:24][CH3:25])=[O:23].C(=O)([O-])[O-].[K+].[K+].CN(C)C=O>O>[CH3:1][N:2]([C:13]1[CH:18]=[CH:17][C:16]([O:19][CH:21]([CH3:26])[C:22]([O:24][CH3:25])=[O:23])=[CH:15][CH:14]=1)[C:3]1[S:4][C:5]2[CH:11]=[CH:10][C:9]([Cl:12])=[CH:8][C:6]=2[N:7]=1 |f:2.3.4|. Procedure details: A mixture of 4-[N-methyl-N-(5-chloro-2-benzothiazolyl)amino]phenol (2.0 g), methyl 2-bromopropionate (1.16 g), potassium carbonate (1.05 g) and dimethylformamide was heated at a temperature of 100° C. for a period of 1 hr with vigorous stirring. After cooling the mixture was poured into water and the aqueous mixture was extracted with dichloromethane. The organic extract was washed with water, dried over anhydrous magnesium sulfate and the solvent was removed by distillation under reduced pressu...